The task is: describe an organic reaction: reactants, conditions, products, and yield. This data is from the Open Reaction Database (ORD), a public repository of structured organic reaction records. Reactants: CC(Cl)c1cccnc1, O=C(N1CCN(CCO)CC1)OCC. The reagents and catalysts are O=C([O-])[O-].[Cs+].[Cs+] (cesium carbonate), [I-].[K+] (potassium iodide). Run in CN(C)C=O (DMF), CN(C)C=O (dmf), CN(C)C=O (DMF). Conditions: temperature 70 celsius, time 16 hour. Product: O=C(N%18CCN(CCOC(C)C%19=CC=CN=C%19)CC%18)OCC. Run at temperature 90 celsius, time 17 hour. As a reaction SMILES: [NH3:1].Cl[C:3]1[C:4]2[C:11]([I:12])=[CH:10][N:9]([C@@H:13]3[CH2:16][C@H:15]([CH2:17][OH:18])[CH2:14]3)[C:5]=2[N:6]=[CH:7][N:8]=1.C(=O)=O.CC(C)=O>O1CCOCC1.CC(O)C>[NH2:1][C:3]1[C:4]2[C:11]([I:12])=[CH:10][N:9]([C@@H:13]3[CH2:16][C@H:15]([CH2:17][OH:18])[CH2:14]3)[C:5]=2[N:6]=[CH:7][N:8]=1 |f:2.3|. Run in O1CCOCC1 (dioxane), CC(C)O (iPrOH). Product: NC=1C2=C(N=CN1)N(C=C2I)[C@H]2C[C@H](C2)CO (cis-[3-(4-Amino-5-iodopyrrolo[2,3-d]pyrimidin-7-yl)-cyclobutyl]-methanol). Reactants: N (ammonia), ClC=1C2=C(N=CN1)N(C=C2I)[C@H]2C[C@H](C2)CO (cis-[3-(4-chloro-5-iodopyrrolo[2,3-d]pyrimidin-7-yl)-cyclobutyl]-methanol), C(=O)=O.CC(=O)C (dry ice acetone). Reported procedure: Gaseous ammonia (from a lecture bottle) was bubbled into a suspension of cis-[3-(4-chloro-5-iodopyrrolo[2,3-d]pyrimidin-7-yl)-cyclobutyl]-methanol (406.8 mg, 1.12 mmol) in dioxane (10 mL) and iPrOH (10 mL) in a Parr bomb, cooled by dry ice/acetone, for 5 min, then the vessel was sealed and heated to 90° C. overnight. LC/MS after 17 h indicated incomplete conversion. More ammonia was bubbled into the mixture, and heating to 90° C. was continued. After 1 d, conversion was complete. The solvents we... Starting materials: O=C([O-])[O-], CN=C=O, CCOC(C)=O, CS(C)=O, [K+], [K+], Nc1nnc(C(CCc2ccccc2)NC(=O)OCc2ccccc2)o1. Yields the product CNC(=O)Nc1nnc(C(CCc2ccccc2)NC(=O)OCc2ccccc2)o1. Reaction SMILES: [C:27](=[O:28])([O-:29])[O-:30].[CH3:33][N:34]=[C:35]=[O:36].[CH3:37][CH2:38][O:39][C:40](=[O:41])[CH3:42].[CH3:43][S:44](=[O:45])[CH3:46].[K+:31].[K+:32].[NH2:1][c:2]1[n:3][n:4][c:5]([CH:7]([CH2:8][CH2:9][c:10]2[cH:11][cH:12][cH:13][cH:14][cH:15]2)[NH:16][C:17]([O:18][CH2:19][c:20]2[cH:21][cH:22][cH:23][cH:24][cH:25]2)=[O:26])[o:6]1>>[NH:1]([c:2]1[n:3][n:4][c:5]([CH:7]([CH2:8][CH2:9][c:10]2[cH:11][cH:12][cH:13][cH:14][cH:15]2)[NH:16][C:17]([O:18][CH2:19][c:20]2[cH:21][cH:22][cH:23][cH:24][cH:25]2)=[O:26])[o:6]1)[C:35]([NH:34][CH3:33])=[O:36]. Reactants: C(C#C)O (propargyl alcohol), ClC1=CC=C(CNC(=O)C2=NN(C3=CC=C(C=C3C2=O)I)C)C=C1 (N-(4-chlorobenzyl)-6-iodo-1-methyl-4-oxo-1,4-dihydro-3-cinnolinecarboxamide). Reagents/catalysts: [Cu]I (CuI), Cl[Pd]([P](C1=CC=CC=C1)(C2=CC=CC=C2)C3=CC=CC=C3)([P](C4=CC=CC=C4)(C5=CC=CC=C5)C6=CC=CC=C6)Cl (Pd(PPh3)2Cl2). Solvent: C(C)NCC (diethylamine). Yields the product ClC1=CC=C(CNC(=O)C2=NN(C3=CC=C(C=C3C2=O)C#CCO)C)C=C1 (N-(4-chlorobenzyl)-6-(3-hydroxy-1-propynyl)-1-methyl-4-oxo-1,4-dihydro-3-cinnolinecarboxamide). Yield: 85.0%. Reaction SMILES: [Cl:1][C:2]1[CH:24]=[CH:23][C:5]([CH2:6][NH:7][C:8]([C:10]2[C:19](=[O:20])[C:18]3[C:13](=[CH:14][CH:15]=[C:16](I)[CH:17]=3)[N:12]([CH3:22])[N:11]=2)=[O:9])=[CH:4][CH:3]=1.[CH2:25]([OH:28])[C:26]#[CH:27]>C(NCC)C.[Cu]I.Cl[Pd](Cl)([P](C1C=CC=CC=1)(C1C=CC=CC=1)C1C=CC=CC=1)[P](C1C=CC=CC=1)(C1C=CC=CC=1)C1C=CC=CC=1>[Cl:1][C:2]1[CH:24]=[CH:23][C:5]([CH2:6][NH:7][C:8]([C:10]2[C:19](=[O:20])[C:18]3[C:13](=[CH:14][CH:15]=[C:16]([C:27]#[C:26][CH2:25][OH:28])[CH:17]=3)[N:12]([CH3:22])[N:11]=2)=[O:9])=[CH:4][CH:3]=1 |^1:38,57|. Procedure details: A suspension of N-(4-chlorobenzyl)-6-iodo-1-methyl-4-oxo-1,4-dihydro-3-cinnolinecarboxamide; (Ex. 1, 0.13 g), propargyl alcohol (0.035 mL), CuI (0.028 g), and Pd(PPh3)2Cl2 (0.013 g) in 11 mL diethylamine is stirred at room temperature for 18 h. The solid in the reaction is filtered, washed with water, and dried. The solid is dissolved in CH2Cl2 and adsorbed onto silica. Purification by chromatography (eluent CH2Cl2 (1L), 1% MeOH/CH2Cl2 (1L), 2% MeOH/CH2Cl2 (1L), 3% MeOH/CH2Cl2 (1L), 5% MeOH/CH2C... The reactants are BrC=1SC=CN1 (2-bromothiazole), C(=O)C1=C(C=CC=C1)B(O)O (2-formylbenzeneboronic acid), C(=O)(O)[O-].[Na+] (NaHCO3), resultant mixture. Reagents/catalysts: [Pd].C1(=CC=CC=C1)P(C1=CC=CC=C1)C1=CC=CC=C1.C1(=CC=CC=C1)P(C1=CC=CC=C1)C1=CC=CC=C1.C1(=CC=CC=C1)P(C1=CC=CC=C1)C1=CC=CC=C1.C1(=CC=CC=C1)P(C1=CC=CC=C1)C1=CC=CC=C1 (tetrakis(triphenylphosphine) palladium (0)). The solvent is COCCOC (1,2-dimethoxyethane), O (water). Yields the product S1C(=NC=C1)C1=C(C=O)C=CC=C1 (2-(2-thiazolyl)benzaldehyde). Reaction SMILES: Br[C:2]1[S:3][CH:4]=[CH:5][N:6]=1.[CH:7]([C:9]1[CH:14]=[CH:13][CH:12]=[CH:11][C:10]=1B(O)O)=[O:8].C([O-])(O)=O.[Na+]>COCCOC.O.[Pd].C1(P(C2C=CC=CC=2)C2C=CC=CC=2)C=CC=CC=1.C1(P(C2C=CC=CC=2)C2C=CC=CC=2)C=CC=CC=1.C1(P(C2C=CC=CC=2)C2C=CC=CC=2)C=CC=CC=1.C1(P(C2C=CC=CC=2)C2C=CC=CC=2)C=CC=CC=1>[S:3]1[CH:4]=[CH:5][N:6]=[C:2]1[C:10]1[CH:11]=[CH:12][CH:13]=[CH:14][C:9]=1[CH:7]=[O:8] |f:2.3,6.7.8.9.10|. Procedure: To a mixture of 2-bromothiazole (826 mg, 4.99 mmol) and tetrakis(triphenylphosphine) palladium (0) (175 mg, 0.151 mmol) in 1,2-dimethoxyethane (20 mL) was added 2-formylbenzeneboronic acid (0.9017 g, 6.01 mmol) and 1N aqueous NaHCO3 (8 mL). The resultant mixture was heated at reflux for 6 hrs. The reaction mixture was diluted with water and extracted with EtOAc (2×50 mL). The organic solution was dried over Na2SO4, filtered and concentrated. The crude product was purified by gradient flash chrom... Yields the product FC1=C(C(=C(C(=C1Cl)Cl)Cl)Cl)Cl (1-fluoro-2,3,4,5,6-pentachlorobenzene). Starting materials: FC1=CC=CC=C1 (fluorobenzene), ClCCCl (1,2-dichlorethane), [Al+3].[Cl-].[Cl-].[Cl-] (AlCl3), ClCl (chlorine). RXN SMILES: [F:1][C:2]1C=C[CH:5]=[CH:4][CH:3]=1.[Al+3].[Cl-:9].[Cl-:10].[Cl-:11].ClCl.[Cl:14][CH2:15][CH2:16][Cl:17]>>[F:1][C:2]1[C:15]([Cl:14])=[C:16]([Cl:17])[C:5]([Cl:9])=[C:4]([Cl:10])[C:3]=1[Cl:11] |f:1.2.3.4|. Reported procedure: A solution of 400 g (4.17 mol) of fluorobenzene in 2 l of 1,2-dichlorethane was admixed with 53.2 g (0.417 mol) of powdered AlCl3. 1394 g of chlorine gas were subsequently passed into the solution at 0-5° C. After the end of the reaction, the HCl formed was driven out at about 20-25° C. by means of a stream of nitrogen. The reaction solution was admixed with 200 ml of water while stirring vigorously, and the phases were then separated at 50° C. Reactants: CC(CC#N)C1CCC2C(=CBr)CCCC21C, CCOC(C)=O, CO, ClCCl, Cl, [Na+], [Na+], O=S(=O)([O-])[O-]. Yields the product CC(CCO)C1CCC2C(=CBr)CCCC21C. As a reaction SMILES: [Br:1][CH:2]=[C:3]1[CH:4]2[CH2:5][CH2:6][CH:7]([CH:13]([CH2:14][C:15]#[N:16])[CH3:17])[C:8]2([CH3:12])[CH2:9][CH2:10][CH2:11]1.[CH3:29][CH2:30][O:31][C:32](=[O:33])[CH3:34].[CH3:35][OH:36].[Cl:18][CH2:19][Cl:20].[ClH:28].[Na+:21].[Na+:22].[O-:23][S:24](=[O:25])(=[O:26])[O-:27]>>[Br:1][CH:2]=[C:3]1[CH:4]2[CH2:5][CH2:6][CH:7]([CH:13]([CH2:14][CH2:15][OH:23])[CH3:17])[C:8]2([CH3:12])[CH2:9][CH2:10][CH2:11]1.